The task is: describe an organic reaction: reactants, conditions, products, and yield. This data is from the Open Reaction Database (ORD), a public repository of structured organic reaction records. Reactants: [H-].[Na+] (sodium hydride), COC(C(C1=CC=C(C=C1)O)=O)=O (4-hydroxy-alpha-oxobenzeneacetic acid methyl ester), BrCCCCOC1=CC2=CC=CC=C2C=C1 (2-(4-bromobutoxy)naphthlene). Run in CN(C=O)C (dimethylformamide). Reaction conditions: temperature 60 celsius, time 15 minute. The product is COC(C(C1=CC=C(C=C1)OCCCCOC1=CC2=CC=CC=C2C=C1)=O)=O (4-[[4-(2-naphthalenyloxy)butyl]oxy]-alpha-oxobenzeneacetic acid methyl ester). The yield is 72.5%. RXN SMILES: [CH3:1][O:2][C:3](=[O:13])[C:4](=[O:12])[C:5]1[CH:10]=[CH:9][C:8]([OH:11])=[CH:7][CH:6]=1.[H-].[Na+].Br[CH2:17][CH2:18][CH2:19][CH2:20][O:21][C:22]1[CH:31]=[CH:30][C:29]2[C:24](=[CH:25][CH:26]=[CH:27][CH:28]=2)[CH:23]=1>CN(C)C=O>[CH3:1][O:2][C:3](=[O:13])[C:4](=[O:12])[C:5]1[CH:10]=[CH:9][C:8]([O:11][CH2:17][CH2:18][CH2:19][CH2:20][O:21][C:22]2[CH:31]=[CH:30][C:29]3[C:24](=[CH:25][CH:26]=[CH:27][CH:28]=3)[CH:23]=2)=[CH:7][CH:6]=1 |f:1.2|. Procedure: A stirred mixture of 4-hydroxy-alpha-oxobenzeneacetic acid methyl ester (0.724 g) in dimethylformamide (10 mL) under argon was treated with 55% sodium hydride (0.175 g), stirred for 15 minutes and treated with 2-(4-bromobutoxy)naphthlene (1.12 g). The mixture was stirred and heated under argon at 60° C. overnight and worked up as in Example 20. The material from dichloromethane extraction was crystallized from dichloromethane-diethyl ether to provide 1.1 g of 4-[[4-(2-naphthalenyloxy)butyl]oxy]-...